describe an organic reaction: reactants, conditions, products, and yield From a dataset of the Open Reaction Database (ORD), a public repository of structured organic reaction records. Starting materials: CNC1=CC(=CC=C1)C (N-methyl-m-toluidine), ice, N(=O)[O-].[Na+] (NaNO2). Reaction conditions: time 1 hour. The product is CNC1=CC(=C(C=C1)N)C (N,3-Dimethyl-p-phenylenediamine). The yield is 58.8%. Reaction SMILES: [CH3:1][NH:2][C:3]1[CH:8]=[CH:7][CH:6]=[C:5]([CH3:9])[CH:4]=1.[N:10]([O-])=O.[Na+]>>[CH3:1][NH:2][C:3]1[CH:8]=[CH:7][C:6]([NH2:10])=[C:5]([CH3:9])[CH:4]=1 |f:1.2|. Reported procedure: A mixture of 12.1 g N-methyl-m-toluidine (I) 14.5 g conc. HCl and 40 g of ice were stirred while 7 g NaNO2 were added over a period of 5 minutes. The mixture was cooled externally and small portions of ice were added when needed to keep the temperature below 10°C. The mixture was allowed to stand at 0°C for 1 hour after the addition was complete and the oily top layer formed was separated. The lower aqueous layer was then extracted twice with 10 ml portions of benzene and the combined organic la... Starting materials: ClC1=NC=CC(=N1)NC1=C(C=CC=C1)CC (2-Chloro-4-(2-ethylanilino)pyrimidine), Cl.CN(C)CC(COC1=CC=C(N)C=C1)O (4-[3-(N,N-dimethyl)amino-2-hydroxypropoxy]aniline hydrochloride). The solvent is CO (methanol), C(CCC)O (n-butanol). Reaction conditions: temperature 100 celsius. Product: CN(C)CC(COC1=CC=C(NC2=NC=CC(=N2)NC2=C(C=CC=C2)CC)C=C1)O (2-{4-[3-(N,N-Dimethyl)amino-2-hydroxypropoxy]anilino}-4-(2-ethylanilino)pyrimidine). Isolated yield 60.9%. RXN SMILES: Cl[C:2]1[N:7]=[C:6]([NH:8][C:9]2[CH:14]=[CH:13][CH:12]=[CH:11][C:10]=2[CH2:15][CH3:16])[CH:5]=[CH:4][N:3]=1.Cl.[CH3:18][N:19]([CH2:21][CH:22]([OH:32])[CH2:23][O:24][C:25]1[CH:31]=[CH:30][C:28]([NH2:29])=[CH:27][CH:26]=1)[CH3:20]>C(O)CCC.CO>[CH3:20][N:19]([CH2:21][CH:22]([OH:32])[CH2:23][O:24][C:25]1[CH:26]=[CH:27][C:28]([NH:29][C:2]2[N:7]=[C:6]([NH:8][C:9]3[CH:14]=[CH:13][CH:12]=[CH:11][C:10]=3[CH2:15][CH3:16])[CH:5]=[CH:4][N:3]=2)=[CH:30][CH:31]=1)[CH3:18] |f:1.2|. Procedure: 2-Chloro-4-(2-ethylanilino)pyrimidine (Reference Example A-5; 210 mg, 0.90 mmol) was dissolved in n-butanol (20 ml). To this solution was added a hot solution of 4-[3-(N,N-dimethyl)amino-2-hydroxypropoxy]aniline hydrochloride (Reference Example D-1; 229 mg, 0.81 mmol) in methanol (2 ml). The reaction mixture was heated at 100° C. for 18 hours, allowed to cool to ambient temperature and then evaporated onto silica (3 ml). The residue was purified by column chromatography eluting with 0–5% 2.0M me... The reactants are CO, O=C[O-], Cl, [NH4+], OC(c1ccc(OC(F)(F)F)cc1)(c1ccc(OC(F)(F)F)cc1)C1CCN(Cc2ccccc2)CC1. The product is OC(c1ccc(OC(F)(F)F)cc1)(c1ccc(OC(F)(F)F)cc1)C1CCNCC1. RXN SMILES: [CH3:43][OH:44].[CH:39]([O-:40])=[O:41].[ClH:1].[NH4+:42].[c:2]1([CH2:3][N:9]2[CH2:10][CH2:11][CH:12]([C:15]([OH:16])([c:17]3[cH:18][cH:19][c:20]([O:23][C:24]([F:25])([F:26])[F:27])[cH:21][cH:22]3)[c:28]3[cH:29][cH:30][c:31]([O:34][C:35]([F:36])([F:37])[F:38])[cH:32][cH:33]3)[CH2:13][CH2:14]2)[cH:4][cH:5][cH:6][cH:7][cH:8]1>>[NH:9]1[CH2:10][CH2:11][CH:12]([C:15]([OH:16])([c:17]2[cH:18][cH:19][c:20]([O:23][C:24]([F:25])([F:26])[F:27])[cH:21][cH:22]2)[c:28]2[cH:29][cH:30][c:31]([O:34][C:35]([F:36])([F:37])[F:38])[cH:32][cH:33]2)[CH2:13][CH2:14]1. Reactants: C(C)(C)(C)OC(NC1=C(C=C(C=C1)C1=C(C=C(C=C1)F)F)NC(CC(C1=CC(=CC=C1)N1N=NC=C1)=O)=O)=O ({2′,4′-difluoro-3-[3-oxo-3-(3-[1,2,3]triazol-1-yl-phenyl)-propionylamino]-biphenyl-4-yl}-carbamic acid tert.-butyl ester), C(=O)(C(F)(F)F)O (TFA). RXN SMILES: C(OC(=O)[NH:7][C:8]1[CH:13]=[CH:12][C:11]([C:14]2C=C[C:17]([F:20])=[CH:16][C:15]=2F)=[CH:10][C:9]=1[NH:22][C:23](=[O:38])[CH2:24][C:25](=O)[C:26]1[CH:31]=[CH:30][CH:29]=[C:28]([N:32]2[CH:36]=[CH:35][N:34]=[N:33]2)[CH:27]=1)(C)(C)C.[C:40](O)([C:42]([F:45])(F)F)=O>C(Cl)Cl>[F:45][C:42]1[CH:40]=[C:17]([F:20])[CH:16]=[CH:15][C:14]=1[C:11]1[CH:12]=[CH:13][C:8]2[N:7]=[C:25]([C:26]3[CH:31]=[CH:30][CH:29]=[C:28]([N:32]4[CH:36]=[CH:35][N:34]=[N:33]4)[CH:27]=3)[CH2:24][C:23](=[O:38])[NH:22][C:9]=2[CH:10]=1. Yields the product FC1=C(C=CC(=C1)F)C=1C=CC2=C(NC(CC(=N2)C2=CC(=CC=C2)N2N=NC=C2)=O)C1 (8-(2,4-Difluoro-phenyl)-4-(3-[1,2,3]triazol-1-yl-phenyl)-1,3-dihydro-benzo[b][1,4]diazepin-2-one). Solvent: C(Cl)Cl (CH2Cl2). Procedure details: Prepared from {2′,4′-difluoro-3-[3-oxo-3-(3-[1,2,3]triazol-1-yl-phenyl)-propionylamino]-biphenyl-4-yl}-carbamic acid tert.-butyl ester (Example K90) by treatment with TFA in CH2Cl2 according to the general procedure M. Obtained as a light brown solid (78 mg).